This data is from the Open Reaction Database (ORD), a public repository of structured organic reaction records. The task is: describe an organic reaction: reactants, conditions, products, and yield Procedure details: Prepare a solution of 4-isopropoxy-5-methoxy-fluoren-9-one (0.78 g, 2.9 mmole) in methylene chloride (15 mL) and stir at 0° C. under an argon atmosphere. Dropwise add 9 mL (9.0 mmole) of boron trichloride (1.0 M in methylene chloride and stir the mixture for 1 hour, observing the color change to dark. Quench the reaction with 20 mL water, observing a mild exothermic reaction and an orange precipitate. Filter and wash the solid twice with 100 mL methylene chloride. Separate the organic layer from... Solvent: C(Cl)Cl (methylene chloride), C(Cl)Cl (methylene chloride). Reactants: C(C)(C)OC1=CC=CC=2C(C3=CC=CC(=C3C12)OC)=O (4-isopropoxy-5-methoxy-fluoren-9-one), B(Cl)(Cl)Cl (boron trichloride). Conditions: temperature 0 celsius. Product: OC1=CC=CC=2C(C3=CC=CC(=C3C12)OC)=O (4-hydroxy-5-methoxy-fluoren-9-one). RXN SMILES: [CH:1]([O:4][C:5]1[C:17]2[C:16]3[C:11](=[CH:12][CH:13]=[CH:14][C:15]=3[O:18]C)[C:10](=[O:20])[C:9]=2[CH:8]=[CH:7][CH:6]=1)(C)C.B(Cl)(Cl)Cl>C(Cl)Cl>[OH:18][C:15]1[C:16]2[C:17]3[C:9](=[CH:8][CH:7]=[CH:6][C:5]=3[O:4][CH3:1])[C:10](=[O:20])[C:11]=2[CH:12]=[CH:13][CH:14]=1. Reaction SMILES: [Br:13][CH:14]([CH3:15])[c:16]1[nH:17][c:18](=[O:28])[c:19]2[c:20]([n:21]1)[n:22]([CH:25]([CH3:26])[CH3:27])[n:23][cH:24]2.[C:29](=[O:30])([O-:31])[O-:32].[CH3:35][C:36]#[N:37].[ClH:1].[K+:33].[K+:34].[O:2]([c:3]1[cH:4][cH:5][cH:6][cH:7][cH:8]1)[CH:9]1[CH2:10][NH:11][CH2:12]1>>[O:2]([c:3]1[cH:4][cH:5][cH:6][cH:7][cH:8]1)[CH:9]1[CH2:10][N:11]([CH:14]([CH3:15])[c:16]2[nH:17][c:18](=[O:28])[c:19]3[c:20]([n:21]2)[n:22]([CH:25]([CH3:26])[CH3:27])[n:23][cH:24]3)[CH2:12]1. Product: CC(c1nc2c(cnn2C(C)C)c(=O)[nH]1)N1CC(Oc2ccccc2)C1. The reactants are CC(Br)c1nc2c(cnn2C(C)C)c(=O)[nH]1, O=C([O-])[O-], CC#N, Cl, [K+], [K+], c1ccc(OC2CNC2)cc1.